Dataset: the Open Reaction Database (ORD), a public repository of structured organic reaction records. Task: describe an organic reaction: reactants, conditions, products, and yield Reactants: [H][H] (hydrogen), steel, C1(CCCC1)C=C(C1=CC=C(C=C1)S(=O)(=O)C)C1=CC=2C(=NC=C(C2)C(=O)O)N1 (2-[2-cyclopentyl-1-(4-methanesulfonyl-phenyl)-vinyl]-1H-pyrrolo[2,3-b]pyridin-5-carboxylic acid). The reagents and catalysts are [Pd] (palladium on activated carbon). Solvent: CO (methanol). Conditions: temperature 25 celsius, time 5 hour. Yields the product C1(CCCC1)CC(C1=CC=C(C=C1)S(=O)(=O)C)C1=CC=2C(=NC=C(C2)C(=O)O)N1 (2-[2-cyclopentyl-1-(4-methanesulfonyl-phenyl)-ethyl]-1H-pyrrolo[2,3-b]pyridin-5-carboxylic acid). Yield: 117.3%. RXN SMILES: [CH:1]1([CH:6]=[C:7]([C:18]2[NH:29][C:21]3=[N:22][CH:23]=[C:24]([C:26]([OH:28])=[O:27])[CH:25]=[C:20]3[CH:19]=2)[C:8]2[CH:13]=[CH:12][C:11]([S:14]([CH3:17])(=[O:16])=[O:15])=[CH:10][CH:9]=2)[CH2:5][CH2:4][CH2:3][CH2:2]1.[H][H]>[Pd].CO>[CH:1]1([CH2:6][CH:7]([C:18]2[NH:29][C:21]3=[N:22][CH:23]=[C:24]([C:26]([OH:28])=[O:27])[CH:25]=[C:20]3[CH:19]=2)[C:8]2[CH:13]=[CH:12][C:11]([S:14]([CH3:17])(=[O:16])=[O:15])=[CH:10][CH:9]=2)[CH2:5][CH2:4][CH2:3][CH2:2]1. Reported procedure: A mixture of 2-[2-cyclopentyl-1-(4-methanesulfonyl-phenyl)-vinyl]-1H-pyrrolo[2,3-b]pyridin-5-carboxylic acid (680 mg, 1.24 mmol) and 10% palladium on activated carbon (204 mg) in methanol (300 mL) was heated at 50° C. under 50 bar of hydrogen in a steel bomb and kept for 5 h. The mixture was cooled to 25° C., the solids were filtered off, washed with ethyl acetate and the filtrate concentrated in vacuo to afford 2-[2-cyclopentyl-1-(4-methanesulfonyl-phenyl)-ethyl]-1H-pyrrolo[2,3-b]pyridin-5-carb... The reactants are C1(CCCC1)CS(=O)(=O)Cl (cyclopentylmethanesulfonyl chloride), N1CCOCC1 (Morpholine), Cl.N1CC(C1)NC1=NC(=NC=C1F)C1=CN(C2=NC=C(C=C21)Cl)S(=O)(=O)C2=CC=C(C)C=C2 (N-(azetidin-3-yl)-2-(5-chloro-1-tosyl-1H-pyrrolo[2,3-b]pyridin-3-yl)-5-fluoropyrimidin-4-amine hydrochloride), Cl.N1CC(C1)NC1=NC(=NC=C1F)C1=CN(C2=NC=C(C=C21)Cl)S(=O)(=O)C2=CC=C(C)C=C2 (N-(azetidin-3-yl)-2-(5-chloro-1-tosyl-1H-pyrrolo[2,3-b]pyridin-3-yl)-5-fluoropyrimidin-4-amine hydrochloride), CCN(C(C)C)C(C)C (iPr2NEt). Run in ClCCl (dichloromethane). Run at time 30 minute. Yields the product ClC=1C=C2C(=NC1)NC=C2C2=NC=C(C(=N2)NC2CN(C2)S(=O)(=O)CC2CCCC2)F (2-(5-chloro-1H-pyrrolo[2,3-b]pyridin-3-yl)-N-(1-(cyclopentyl-methylsulfonyl)azetidin-3-yl)-5-fluoropyrimidin-4-amine). Isolated yield 88.0%. RXN SMILES: Cl.[NH:2]1[CH2:5][CH:4]([NH:6][C:7]2[C:12]([F:13])=[CH:11][N:10]=[C:9]([C:14]3[C:22]4[C:17](=[N:18][CH:19]=[C:20]([Cl:23])[CH:21]=4)[N:16](S(C4C=CC(C)=CC=4)(=O)=O)[CH:15]=3)[N:8]=2)[CH2:3]1.CCN(C(C)C)C(C)C.[CH:43]1([CH2:48][S:49](Cl)(=[O:51])=[O:50])[CH2:47][CH2:46][CH2:45][CH2:44]1.N1CCOCC1>ClCCl>[Cl:23][C:20]1[CH:21]=[C:22]2[C:14]([C:9]3[N:8]=[C:7]([NH:6][CH:4]4[CH2:5][N:2]([S:49]([CH2:48][CH:43]5[CH2:47][CH2:46][CH2:45][CH2:44]5)(=[O:51])=[O:50])[CH2:3]4)[C:12]([F:13])=[CH:11][N:10]=3)=[CH:15][NH:16][C:17]2=[N:18][CH:19]=1 |f:0.1|. Procedure: To a stirred solution of N-(azetidin-3-yl)-2-(5-chloro-1-tosyl-1H-pyrrolo[2,3-b]pyridin-3-yl)-5-fluoropyrimidin-4-amine hydrochloride, 6c, (0.03 g, 0.06 mmol) in dichloromethane (1 mL) was added iPr2NEt (0.33 μL, 1.90 mmol) followed by cyclopentylmethanesulfonyl chloride (0.01 g, 0.06 mmol). The resulting mixture was stirred 30 minutes at room temperature at which time LCMS showed complete reaction. Morpholine (0.20 mL) was added and the solution evaporated to dryness. The resulting residue was ...